This data is from the Open Reaction Database (ORD), a public repository of structured organic reaction records. The task is: describe an organic reaction: reactants, conditions, products, and yield Reactants: C1CCOC1, CCO, COC(=O)C=Cc1ccc(-c2ccc(C(C)C)cc2)s1, [Na+], [OH-]. Yields the product CC(C)c1ccc(-c2ccc(C=CC(=O)O)s2)cc1. Reaction SMILES: [CH2:23]1[O:24][CH2:25][CH2:26][CH2:27]1.[CH3:28][CH2:29][OH:30].[CH:1]([CH3:2])([CH3:3])[c:4]1[cH:5][cH:6][c:7](-[c:10]2[cH:11][cH:12][c:13]([CH:15]=[CH:16][C:17](=[O:18])[O:19][CH3:20])[s:14]2)[cH:8][cH:9]1.[Na+:22].[OH-:21]>>[CH:1]([CH3:2])([CH3:3])[c:4]1[cH:5][cH:6][c:7](-[c:10]2[cH:11][cH:12][c:13]([CH:15]=[CH:16][C:17](=[O:18])[OH:19])[s:14]2)[cH:8][cH:9]1. The reactants are COC(=O)CBr, O=C([O-])[O-], CCOC(C)=O, [K+], [K+], CN(C)C=O, Oc1cccc2c1OCCN2CCCNCc1ccc2ccccc2c1. Product: COC(=O)COc1cccc2c1OCCN2CCCNCc1ccc2ccccc2c1. As a reaction SMILES: [Br:33][CH2:34][C:35](=[O:36])[O:37][CH3:38].[C:27](=[O:28])([O-:29])[O-:30].[CH3:44][CH2:45][O:46][C:47](=[O:48])[CH3:49].[K+:31].[K+:32].[O:39]=[CH:40][N:41]([CH3:42])[CH3:43].[cH:1]1[c:2]([CH2:11][NH:12][CH2:13][CH2:14][CH2:15][N:16]2[CH2:17][CH2:18][O:19][c:20]3[c:21]2[cH:22][cH:23][cH:24][c:25]3[OH:26])[cH:3][cH:4][c:5]2[cH:6][cH:7][cH:8][cH:9][c:10]12>>[cH:1]1[c:2]([CH2:11][NH:12][CH2:13][CH2:14][CH2:15][N:16]2[CH2:17][CH2:18][O:19][c:20]3[c:21]2[cH:22][cH:23][cH:24][c:25]3[O:26][CH2:34][C:35](=[O:36])[O:37][CH3:38])[cH:3][cH:4][c:5]2[cH:6][cH:7][cH:8][cH:9][c:10]12. Reported procedure: To a solution of 0.36 g of ethyl (2E)-3-(3-amino-5-fluoropyridin-2-yl)acrylate in 3 mL of methanol, 0.37 g of a 28% sodium methoxide/methanol solution was added at room temperature, and the mixture was heated under reflux while stirring for 2 hours 40 minutes. Thereto was added 72 mg of a 28% sodium methoxide/methanol solution, and the mixture was heated under reflux while stirring for 1 hour. The reaction mixture was cooled to room temperature, the solvent was then distilled off under reduced p... Reaction SMILES: [NH2:1][C:2]1[C:3](/[CH:9]=[CH:10]/[C:11]([O:13]CC)=O)=[N:4][CH:5]=[C:6]([F:8])[CH:7]=1.C[O-].[Na+].CO>CO>[F:8][C:6]1[CH:7]=[C:2]2[C:3]([CH:9]=[CH:10][C:11](=[O:13])[NH:1]2)=[N:4][CH:5]=1 |f:1.2.3|. Reaction conditions: time 40 minute. The reactants are NC=1C(=NC=C(C1)F)/C=C/C(=O)OCC (ethyl (2E)-3-(3-amino-5-fluoropyridin-2-yl)acrylate), C[O-].[Na+].CO (sodium methoxide methanol), C[O-].[Na+].CO (sodium methoxide methanol). The yield is 60.5%. Run in CO (methanol). Yields the product FC1=CN=C2C=CC(NC2=C1)=O (7-fluoro-1,5-naphthyridin-2(1H)-one). Starting materials: C1CC(=O)N(C1=O)Cl (NCS), ClC1=C2CC(N(C2=CC=C1)CC(=O)N)=O (2-(4-chloro-2-oxo-2,3-dihydro-1H-indol-1-yl)acetamide), O (water). Solvent: OS(=O)(=O)O (H2SO4). Conditions: time 2 hour. Yields the product ClC1=C2CC(N(C2=CC=C1Cl)CC(=O)N)=O (2-(4,5-dichloro-2-oxo-2,3-dihydro-1H-indol-1-yl)acetamide). RXN SMILES: [Cl:1][C:2]1[CH:10]=[CH:9][CH:8]=[C:7]2[C:3]=1[CH2:4][C:5](=[O:15])[N:6]2[CH2:11][C:12]([NH2:14])=[O:13].C1C(=O)N([Cl:23])C(=O)C1.O>OS(O)(=O)=O>[Cl:1][C:2]1[C:10]([Cl:23])=[CH:9][CH:8]=[C:7]2[C:3]=1[CH2:4][C:5](=[O:15])[N:6]2[CH2:11][C:12]([NH2:14])=[O:13]. Reported procedure: 2-(4-chloro-2-oxo-2,3-dihydro-1H-indol-1-yl)acetamide 7 (0.205 g, 0.9 mmol) is dissolved in 90% H2SO4 (1 ml) at room temperature, and NCS (0.12 g, 0.9 mmol) is slowly added with stirring. After 2 hours, the mixture is poured into cold water. The precipitate is collected, washed several times with water and then with Et2O. The crude reaction mixture is purified by column chromatography on silicagel (CH2Cl2/EtOH/NH4OH: 94.5/5/0.5 (v/v)) to afford the 2-(4,5-dichloro-2-oxo-2,3-dihydro-1H-indol-1-yl... The reactants are BrC=1C=C(C(=C(C1)C(C)=O)O)[N+](=O)[O-] (1-(5-bromo-2-hydroxy-3-nitrophenyl)ethanone), [NH4+].[Cl-] (NH4Cl). Reagents/catalysts: [Fe] (iron). Solvent: CCO.O (EtOH H2O). Product: NC=1C(=C(C=C(C1)Br)C(C)=O)O (1-(3-amino-5-bromo-2-hydroxyphenyl)ethanone). Reaction SMILES: [Br:1][C:2]1[CH:3]=[C:4]([N+:12]([O-])=O)[C:5]([OH:11])=[C:6]([C:8](=[O:10])[CH3:9])[CH:7]=1.[NH4+].[Cl-]>CCO.O.[Fe]>[NH2:12][C:4]1[C:5]([OH:11])=[C:6]([C:8](=[O:10])[CH3:9])[CH:7]=[C:2]([Br:1])[CH:3]=1 |f:1.2,3.4|. Reported procedure: A mixture of 1-(5-bromo-2-hydroxy-3-nitrophenyl)ethanone (25 g, 96 mmol), iron (27 g, 481 mmol), and NH4Cl (5.1 g, 96 mmol) in EtOH/H2O (5:1, 300 ml) was heated at reflux in 2 h, the mixture was cooled filtered the solid, the filtrate was concentrated, taken up in H2O, extracted with DCM (3×), dried over MgSO4, concentrated and purified by ISCO (10% EtOAc/Hexanes) to give the title compound as a yellow solid. MS (m+2): 232.1. The reactants are CO (Methanol), C1(CC1)NC1=NC(=NC=2N1N=CC2\C=C/2\C(NC(N2)=O)=O)S(=O)(=O)C ((Z)-5-((4-(cyclopropylamino)-2-(methylsulfonyl)pyrazolo[1,5-a][1,3,5]triazin-8-yl)methylene)imidazolidine-2,4-dione), C1(CC1)NC1=NC(=NC=2N1N=CC2\C=C/2\C(NC(N2)=O)=O)S(=O)C ((Z)-5-((4-(cyclopropylamino)-2-(methylsulfinyl)pyrazolo[1,5-a][1,3,5]triazin-8-yl)methylene)imidazolidine-2,4-dione), ClC=1C=C(N)C=CC1 (3-chloroaniline). The solvent is CN1CCCC1=O (NMP). Run at temperature 120 celsius. Yields the product ClC=1C=C(C=CC1)NC1=NC=2N(C(=N1)NC1CC1)N=CC2\C=C/2\C(NC(N2)=O)=O ((Z)-5-((2-(3-chlorophenylamino)-4-(cyclopropylamino)pyrazolo[1,5-a][1,3,5]triazin-8-yl)methylene)imidazolidine-2,4-dione). Reaction SMILES: [CH:1]1([NH:4][C:5]2[N:10]3[N:11]=[CH:12][C:13](/[CH:14]=[C:15]4/[C:16](=[O:21])[NH:17][C:18](=[O:20])[NH:19]/4)=[C:9]3[N:8]=[C:7](S(C)(=O)=O)[N:6]=2)[CH2:3][CH2:2]1.C1(NC2N3N=CC(/C=C4/C(=O)NC(=O)N/4)=C3N=C(S(C)=O)N=2)CC1.[Cl:50][C:51]1[CH:52]=[C:53]([CH:55]=[CH:56][CH:57]=1)[NH2:54].CO>CN1C(=O)CCC1>[Cl:50][C:51]1[CH:52]=[C:53]([NH:54][C:7]2[N:6]=[C:5]([NH:4][CH:1]3[CH2:3][CH2:2]3)[N:10]3[N:11]=[CH:12][C:13](/[CH:14]=[C:15]4/[C:16](=[O:21])[NH:17][C:18](=[O:20])[NH:19]/4)=[C:9]3[N:8]=2)[CH:55]=[CH:56][CH:57]=1. Reported procedure: A (1:1) mixture of (Z)-5-((4-(cyclopropylamino)-2-(methylsulfonyl)pyrazolo[1,5-a][1,3,5]triazin-8-yl)methylene)imidazolidine-2,4-dione and (Z)-5-((4-(cyclopropylamino)-2-(methylsulfinyl)pyrazolo[1,5-a][1,3,5]triazin-8-yl)methylene)imidazolidine-2,4-dione (15 mg) was mixed with 3-chloroaniline (0.1 ml) in NMP (0.2 ml) and the mixture heated in a microwave oven at 120° C. for 15 min. Methanol was added and the resulting solid filtered and dried to provide (Z)-5-((2-(3-chlorophenylamino)-4-(cyclopr... Starting materials: BrC=1C=NNC1 (4-Bromo-1-H-pyrazole), FC(CI)(F)F (1,1,1-trifluoro-2-iodo-ethane), C([O-])([O-])=O.[Cs+].[Cs+] (cesium carbonate). Run in CN(C)C=O (DMF). Reaction conditions: time 8 hour. Yields the product BrC=1C=NN(C1)CC(F)(F)F (4-Bromo-1-(2,2,2-trifluoro-ethyl)-1H-pyrazole). As a reaction SMILES: [Br:1][C:2]1[CH:3]=[N:4][NH:5][CH:6]=1.[F:7][C:8]([F:12])([F:11])[CH2:9]I.C(=O)([O-])[O-].[Cs+].[Cs+]>CN(C=O)C>[Br:1][C:2]1[CH:3]=[N:4][N:5]([CH2:9][C:8]([F:12])([F:11])[F:7])[CH:6]=1 |f:2.3.4|. Procedure details: 4-Bromo-1-H-pyrazole (9.4 mmol, 1.38 g), 1,1,1-trifluoro-2-iodo-ethane (28.2 mmol, 2.75 mL), and cesium carbonate (14.1 mmol, 4.58 g) were combined in DMF (10 mL) and stirred at room temperature for overnight. The resulting mixture was subjected to standard aqueous workup to afford the title compound which was used crude in the next step.